Task: describe an organic reaction: reactants, conditions, products, and yield. Dataset: the Open Reaction Database (ORD), a public repository of structured organic reaction records Starting materials: COC(=O)c1cccc([N+](=O)[O-])c1CBr, C[O-], CO, CC(C)(C)S, [Na+]. Product: COC(=O)c1cccc([N+](=O)[O-])c1CSC(C)(C)C. As a reaction SMILES: [Br:9][CH2:10][c:11]1[c:12]([C:13](=[O:14])[O:15][CH3:16])[cH:17][cH:18][cH:19][c:20]1[N+:21](=[O:22])[O-:23].[CH3:1][O-:2].[CH3:24][OH:25].[CH3:4][C:5]([CH3:6])([SH:7])[CH3:8].[Na+:3]>>[CH3:4][C:5]([CH3:6])([S:7][CH2:10][c:11]1[c:12]([C:13](=[O:14])[O:15][CH3:16])[cH:17][cH:18][cH:19][c:20]1[N+:21](=[O:22])[O-:23])[CH3:8]. Reactants: BrC=1C=NC=NC1 (5-bromopyrimidine), C(CC)O (1-propanol), C(CCC)N(CCCC)CCCC (tributylamine), CN(C)C=O (DMF). Reagents/catalysts: Cl[Pd]([P](C1=CC=CC=C1)(C2=CC=CC=C2)C3=CC=CC=C3)([P](C4=CC=CC=C4)(C5=CC=CC=C5)C6=CC=CC=C6)Cl (bis(triphenylphosphine)palladium(II) chloride). Solvent: C(C)(=O)OCC (ethyl acetate). Reaction conditions: temperature 90 celsius, time 10 hour. Yields the product COC(=O)N1CN=CC=C1 (3-pyrimidinecarboxylic acid methyl ester). The yield is 52.0%. As a reaction SMILES: Br[C:2]1[CH:3]=[N:4][CH:5]=[N:6][CH:7]=1.[CH2:8]([OH:11])CC.C(N(CCCC)CCCC)CCC.CN([CH:28]=[O:29])C>C(OCC)(=O)C.Cl[Pd](Cl)([P](C1C=CC=CC=1)(C1C=CC=CC=1)C1C=CC=CC=1)[P](C1C=CC=CC=1)(C1C=CC=CC=1)C1C=CC=CC=1>[CH3:28][O:29][C:8]([N:4]1[CH:3]=[CH:2][CH:7]=[N:6][CH2:5]1)=[O:11] |^1:38,57|. Procedure details: A mixture of 5-bromopyrimidine (1.59 g, 10 mmol), 1-propanol (1.5 mL, 20 mmol), bis(triphenylphosphine)palladium(II) chloride (400 mg, 0.50 mmol) and tributylamine (3.72 g, 20 mmol) in DMF was stirred at 90° C. under a carbon monoxide balloon for 10 hours. The reaction mixture was diluted with ethyl acetate (100 mL), washed with potassium dihydrogenphosphate (1.0 M, 20 mL, twice), water, and brine, dried over anhydrous magnesium sulfate, filtered, and concentrated in vacuo. The residue was then ... The reactants are OC[C@@H]1[C@@H](N(C(O1)(C)C)C(=O)OC(C)(C)C)CC1=CC=NC=C1 ((4S,5S)-tert-butyl 5-(hydroxymethyl)-2,2-dimethyl-4-(pyridin-4-ylmethyl)oxazolidine-3-carboxylate), CC(C)(C)[Si](C)(C)Cl (TBSCl), N1C=NC=C1 (imidazole). Product: [Si](C)(C)(C(C)(C)C)OC[C@@H]1[C@@H](N(C(O1)(C)C)C(=O)OC(C)(C)C)CC1=CC=NC=C1 ((4S,5S)-tert-butyl 5-((tert-butyldimethylsilyloxy)methyl)-2,2-dimethyl-4-(pyridin-4-ylmethyl)oxazolidine-3-carboxylate). RXN SMILES: [OH:1][CH2:2][C@H:3]1[O:7][C:6]([CH3:9])([CH3:8])[N:5]([C:10]([O:12][C:13]([CH3:16])([CH3:15])[CH3:14])=[O:11])[C@H:4]1[CH2:17][C:18]1[CH:23]=[CH:22][N:21]=[CH:20][CH:19]=1.[CH3:24][C:25]([Si:28](Cl)([CH3:30])[CH3:29])([CH3:27])[CH3:26].N1C=CN=C1>>[Si:28]([O:1][CH2:2][C@H:3]1[O:7][C:6]([CH3:8])([CH3:9])[N:5]([C:10]([O:12][C:13]([CH3:15])([CH3:16])[CH3:14])=[O:11])[C@H:4]1[CH2:17][C:18]1[CH:19]=[CH:20][N:21]=[CH:22][CH:23]=1)([C:25]([CH3:27])([CH3:26])[CH3:24])([CH3:30])[CH3:29]. Reported procedure: The title compound was synthesized in manner analogous to that described in Example 472, using (4S,5S)-tert-butyl 5-(hydroxymethyl)-2,2-dimethyl-4-(pyridin-4-ylmethyl)oxazolidine-3-carboxylate in the presence of TBSCl and imidazole, and was used without further purification. The reactants are COC(C(CC1=CC=C(C=C1)OCC1=CC=CC=C1)OC1=CC=CC=C1)=O (3-(4-Benzyloxyphenyl)-2-phenoxypropanoic acid methyl ester), C(C)O (ethanol). The reagents and catalysts are [Pd] (Pd/C), [OH-].[Pd+2].[OH-] (palladium hydroxide). Run in C(C)(=O)OCC (ethyl acetate). Yields the product COC(C(CC1=CC=C(C=C1)O)OC1=CC=CC=C1)=O (3-(4-hydroxyphenyl)-2-phenoxypropanoic acid methyl ester). Yield: 96.0%. Reaction SMILES: [CH3:1][O:2][C:3](=[O:27])[CH:4]([O:20][C:21]1[CH:26]=[CH:25][CH:24]=[CH:23][CH:22]=1)[CH2:5][C:6]1[CH:11]=[CH:10][C:9]([O:12]CC2C=CC=CC=2)=[CH:8][CH:7]=1.C(O)C>C(OCC)(=O)C.[Pd].[OH-].[Pd+2].[OH-]>[CH3:1][O:2][C:3](=[O:27])[CH:4]([O:20][C:21]1[CH:22]=[CH:23][CH:24]=[CH:25][CH:26]=1)[CH2:5][C:6]1[CH:11]=[CH:10][C:9]([OH:12])=[CH:8][CH:7]=1 |f:4.5.6|. Procedure: 3-(4-Benzyloxyphenyl)-2-phenoxypropanoic acid methyl ester (0.47 g; 1.3 mmole) was hydrogenated in ethyl acetate (20 ml) using Pd/C (18 mg; 5%) as catalyst at atmospheric pressure and room temperature for 23 hours. As the reaction was very slow, the catalyst was changed to palladium hydroxide, ethanol (95%, 10 ml) was added and the pressure was raised to 4 bar. The reaction mixture was filtered through celite and the filtrate was concentrated in vacuo to give 0.34 g (yield 95%) of 3-(4-hydroxyph...